describe an organic reaction: reactants, conditions, products, and yield From a dataset of the Open Reaction Database (ORD), a public repository of structured organic reaction records. The reactants are ClC1=CC=C(CN2C(=CC3=CC(=CC=C23)OCC2=NC3=CC=CC=C3C=C2)CC(C(=O)OC)(C)C)C=C1 (Methyl 3-[N-(4-chlorobenzyl)-5-(quinolin-2-ylmethoxy)indol-2-yl]-2,2-dimethylpropanoate), C1(CC1)C(=O)Cl (cyclopropanecarbonyl chloride), [Na] (sodium). Yields the product ClC1=CC=C(CN2C(=C(C3=CC(=CC=C23)OCC2=NC3=CC=CC=C3C=C2)C(=O)C2CC2)CC(C(=O)O)(C)C)C=C1 (3-[N-(4-Chlorobenzyl)-3-cyclopropanecarbonyl-5-(quinolin-2-ylmethoxy)indol-2-yl]-2,2-dimethylpropanoic acid). As a reaction SMILES: [Cl:1][C:2]1[CH:37]=[CH:36][C:5]([CH2:6][N:7]2[C:15]3[C:10](=[CH:11][C:12]([O:16][CH2:17][C:18]4[CH:27]=[CH:26][C:25]5[C:20](=[CH:21][CH:22]=[CH:23][CH:24]=5)[N:19]=4)=[CH:13][CH:14]=3)[CH:9]=[C:8]2[CH2:28][C:29]([CH3:35])([CH3:34])[C:30]([O:32]C)=[O:31])=[CH:4][CH:3]=1.[CH:38]1([C:41](Cl)=[O:42])[CH2:40][CH2:39]1.[Na]>>[Cl:1][C:2]1[CH:3]=[CH:4][C:5]([CH2:6][N:7]2[C:15]3[C:10](=[CH:11][C:12]([O:16][CH2:17][C:18]4[CH:27]=[CH:26][C:25]5[C:20](=[CH:21][CH:22]=[CH:23][CH:24]=5)[N:19]=4)=[CH:13][CH:14]=3)[C:9]([C:41]([CH:38]3[CH2:40][CH2:39]3)=[O:42])=[C:8]2[CH2:28][C:29]([CH3:34])([CH3:35])[C:30]([OH:32])=[O:31])=[CH:36][CH:37]=1 |^1:43|. Procedure: The title compound was prepared according to the conditions described in Step B and Step C of Example 47, from methyl 3-[N-(4-chlorobenzyl)-5-(quinolin-2-ylmethoxy)indol-2-yl]-2,2-dimethylpropanoate (prepared in Step A of Example 47), but using cyclopropanecarbonyl chloride in place of trimethylacetyl chloride in Step B. Anal. C, H, N for sodium salt·1 H2O: Calc. C 67.27; H 5.31; N 4.61 Found C 67.27; H 5.16; N. 4.58. Starting materials: OC=1C=CC(=C2C=COC21)C=O (7-hydroxybenzofuran-4-carbaldehyde), ClC1=NC=C(C#N)C=C1 (6-chloronicotinonitrile). Yields the product C(=O)C1=CC=C(C2=C1C=CO2)OC2=NC=C(C#N)C=C2 (6-(4-Formylbenzofuran-7-yloxy)nicotinonitrile). Reaction SMILES: [OH:1][C:2]1[CH:3]=[CH:4][C:5]([CH:11]=[O:12])=[C:6]2[C:10]=1[O:9][CH:8]=[CH:7]2.Cl[C:14]1[CH:21]=[CH:20][C:17]([C:18]#[N:19])=[CH:16][N:15]=1>>[CH:11]([C:5]1[C:6]2[CH:7]=[CH:8][O:9][C:10]=2[C:2]([O:1][C:14]2[CH:21]=[CH:20][C:17]([C:18]#[N:19])=[CH:16][N:15]=2)=[CH:3][CH:4]=1)=[O:12]. Procedure details: Using the procedure outlined in Preparation 70, 7-hydroxybenzofuran-4-carbaldehyde (preparation 73) and 6-chloronicotinonitrile gave the title compound: RT=3.40 min; m/z (ES+)=265.2 [M+H]+. Starting materials: N1CCCNCCCNCCC1 (1,5,9-triazacyclododecane), CN(P(N(C)C)N(C)C)C (hexamethylphosphorous triamide), CNC (dimethylamine). The product is N12CCCN3CCCN(CCC1)P23 (1,5,9-triaza- 13-phosphatricyclo[7.3.1.05,13 ]tridecane). Isolated yield 75.8%. Reaction SMILES: [NH:1]1[CH2:12][CH2:11][CH2:10][NH:9][CH2:8][CH2:7][CH2:6][NH:5][CH2:4][CH2:3][CH2:2]1.CNC.CN(C)[P:18](N(C)C)N(C)C>>[N:1]12[P:18]3[N:9]([CH2:8][CH2:7][CH2:6][N:5]3[CH2:4][CH2:3][CH2:2]1)[CH2:10][CH2:11][CH2:12]2. Procedure: A mixture of 4.20 g of 1,5,9-triazacyclododecane and 4.00 g of hexamethylphosphorous triamide is heated at 100° C. for about 6 hours, by which time evolution of dimethylamine is complete. Distillation under reduced pressure gives 3.70 g (76%) of 1,5,9-triaza- 13-phosphatricyclo[7.3.1.05,13 ]tridecane as a clear, colorless liquid which boils at 104°-135° C. at 0.60 mm. The product solidifies at room temperature. Its infrared absorption spectrum (neat) shows absorptions at 3.5, 6.85, 7.01, 7.52, 7... The reactants are C(C)OC(=O)CCCCCCN1C(=O)NC(=O)C1CCCCCCCC (1-(6-ethoxycarbonylhexyl)-5-octylhydantoin), C(CCC)N1C(N(C(C1=O)CCCCCCCC)CCCCCCC(=O)OCC)=O (3-butyl-1-(6-ethoxycarbonylhexyl)-5-octylhydantoin). Product: C(CCC)N1C(N(C(C1=O)CCCCCCCC)CCCCCCC(=O)O)=O (3-butyl-1-(6-carboxyhexyl)-5-octylhydantoin). Reaction SMILES: C(OC(CCCCCCN1C(CCCCCCCC)C(=O)NC1=O)=O)C.[CH2:27]([N:31]1[C:35](=[O:36])[CH:34]([CH2:37][CH2:38][CH2:39][CH2:40][CH2:41][CH2:42][CH2:43][CH3:44])[N:33]([CH2:45][CH2:46][CH2:47][CH2:48][CH2:49][CH2:50][C:51]([O:53]CC)=[O:52])[C:32]1=[O:56])[CH2:28][CH2:29][CH3:30]>>[CH2:27]([N:31]1[C:35](=[O:36])[CH:34]([CH2:37][CH2:38][CH2:39][CH2:40][CH2:41][CH2:42][CH2:43][CH3:44])[N:33]([CH2:45][CH2:46][CH2:47][CH2:48][CH2:49][CH2:50][C:51]([OH:53])=[O:52])[C:32]1=[O:56])[CH2:28][CH2:29][CH3:30]. Reported procedure: By the method of Example 92, 1-(6-ethoxycarbonylhexyl)-5-octylhydantoin was converted into 3-butyl-1-(6-ethoxycarbonylhexyl)-5-octylhydantoin, which was hydrolysed to give 3-butyl-1-(6-carboxyhexyl)-5-octylhydantoin as a colourless oil. Starting materials: CC(C)(C)O, Cc1cc(O)ccc1Cl, OC(CCl)CCCl, [Na+], [OH-], O. The product is Cc1cc(OCC(O)CCCl)ccc1Cl. RXN SMILES: [C:10]([OH:11])([CH3:12])([CH3:13])[CH3:14].[CH3:1][c:2]1[cH:3][c:4]([OH:9])[cH:5][cH:6][c:7]1[Cl:8].[Cl:15][CH2:16][CH:17]([CH2:18][CH2:19][Cl:20])[OH:21].[Na+:23].[OH-:22].[OH2:24]>>[CH3:1][c:2]1[cH:3][c:4]([O:9][CH2:16][CH:17]([CH2:18][CH2:19][Cl:20])[OH:21])[cH:5][cH:6][c:7]1[Cl:8]. The reactants are CC(C)(C)OC(=O)N1CCC(Oc2cc(=O)n(-c3ccc(C#N)nc3)nc2C#N)CC1, CCOCC, ClCCl, Cl, C1COCCO1. The product is N#Cc1ccc(-n2nc(C#N)c(OC3CCNCC3)cc2=O)cn1, Cl. As a reaction SMILES: [C:1](#[N:2])[c:3]1[n:4][n:5](-[c:24]2[cH:25][n:26][c:27]([C:30]#[N:31])[cH:28][cH:29]2)[c:6](=[O:23])[cH:7][c:8]1[O:9][CH:10]1[CH2:11][CH2:12][N:13]([C:16]([O:17][C:18]([CH3:19])([CH3:20])[CH3:21])=[O:22])[CH2:14][CH2:15]1.[CH3:39][CH2:40][O:41][CH2:42][CH3:43].[Cl:44][CH2:45][Cl:46].[ClH:32].[O:33]1[CH2:34][CH2:35][O:36][CH2:37][CH2:38]1>>[C:1](#[N:2])[c:3]1[n:4][n:5](-[c:24]2[cH:25][n:26][c:27]([C:30]#[N:31])[cH:28][cH:29]2)[c:6](=[O:23])[cH:7][c:8]1[O:9][CH:10]1[CH2:11][CH2:12][NH:13][CH2:14][CH2:15]1.[ClH:32]. The reactants are [Si](C)(C)(C(C)(C)C)OCCC1(CC1)S(=O)(=O)NC=1C(=C(C2C(N1)N(C=N2)C)Cl)NC2=C(C=C(C=C2)I)F (1-(2-(tert-butyldimethylsilyloxy)ethyl)-N-(7-chloro-6-(2-fluoro-4-iodophenylamino)-3-methyl-3a,7a-dihydro-3H-imidazo[4,5-b]pyridin-5-yl)cyclopropane-1-sulfonamide), Cl (HCl). The solvent is C1CCOC1 (THF). Conditions: time 1 hour. The product is ClC=1C2C(N=C(C1NC1=C(C=C(C=C1)I)F)NS(=O)(=O)C1(CC1)CCO)N(C=N2)C (N-(7-chloro-6-(2-fluoro-4-iodophenylamino)-3-methyl-3a,7a-dihydro-3H-imidazo[4,5-b]pyridin-5-yl)-1-(2-hydroxyethyl)cyclopropane-1-sulfonamide). Reaction SMILES: [Si]([O:8][CH2:9][CH2:10][C:11]1([S:14]([NH:17][C:18]2[C:19]([NH:29][C:30]3[CH:35]=[CH:34][C:33]([I:36])=[CH:32][C:31]=3[F:37])=[C:20]([Cl:28])[CH:21]3[N:26]=[CH:25][N:24]([CH3:27])[CH:22]3[N:23]=2)(=[O:16])=[O:15])[CH2:13][CH2:12]1)(C(C)(C)C)(C)C.Cl>C1COCC1>[Cl:28][C:20]1[CH:21]2[N:26]=[CH:25][N:24]([CH3:27])[CH:22]2[N:23]=[C:18]([NH:17][S:14]([C:11]2([CH2:10][CH2:9][OH:8])[CH2:13][CH2:12]2)(=[O:16])=[O:15])[C:19]=1[NH:29][C:30]1[CH:35]=[CH:34][C:33]([I:36])=[CH:32][C:31]=1[F:37]. Procedure: To a solution of 1-(2-(tert-butyldimethylsilyloxy)ethyl)-N-(7-chloro-6-(2-fluoro-4-iodophenylamino)-3-methyl-3a,7a-dihydro-3H-imidazo[4,5-b]pyridin-5-yl)cyclopropane-1-sulfonamide (40 mg, 0.060 mmol) in THF (2 ml) is added HCl (0.20 ml, 1.2 N in H2O, 0.24 mmol). After stirring for 1 h, the reaction is quenched with saturated aqueous NaHCO3 solution (3 ml) and extracted with EtOAc (2×10 ml). The combined organic solution is dried over Na2SO4 and concentrated. Silica gel chromatography yields the ... Starting materials: [OH-].[Na+] (NaOH), COC(CC1=C(N(C2=NC=CC(=C21)Cl)CC2=CC=C(C=C2)S(=O)(=O)C)C)=O ([4-chloro-1-(4-methanesulfonyl-benzyl)-2-methyl-1H-pyrrolo[2,3-b]pyridin-3-yl]-acetic acid methyl ester). Run in C1CCOC1.CO (THF MeOH). Conditions: time 4 hour. Product: ClC1=C2C(=NC=C1)N(C(=C2CC(=O)O)C)CC2=CC=C(C=C2)S(=O)(=O)C ([4-chloro-1-(4-methanesulfonyl-benzyl)-2-methyl-1H-pyrrolo[2,3-b]pyridin-3-yl]-acetic acid). RXN SMILES: [OH-].[Na+].C[O:4][C:5](=[O:29])[CH2:6][C:7]1[C:15]2[C:10](=[N:11][CH:12]=[CH:13][C:14]=2[Cl:16])[N:9]([CH2:17][C:18]2[CH:23]=[CH:22][C:21]([S:24]([CH3:27])(=[O:26])=[O:25])=[CH:20][CH:19]=2)[C:8]=1[CH3:28]>C1COCC1.CO>[Cl:16][C:14]1[CH:13]=[CH:12][N:11]=[C:10]2[N:9]([CH2:17][C:18]3[CH:23]=[CH:22][C:21]([S:24]([CH3:27])(=[O:26])=[O:25])=[CH:20][CH:19]=3)[C:8]([CH3:28])=[C:7]([CH2:6][C:5]([OH:29])=[O:4])[C:15]=12 |f:0.1,3.4|. Procedure details: 1M Aqueous NaOH (0.5 ml) is added to a stirring solution of [4-chloro-1-(4-methanesulfonyl-benzyl)-2-methyl-1H-pyrrolo[2,3-b]pyridin-3-yl]-acetic acid methyl ester (38 mg, 0.093 mmol) in 1:1 THF/MeOH (1 ml). After stirring at room temperature for 4 hours, the reaction mixture is filtered to remove any undissolved material and is evaporated to dryness. The resulting oil is dissolved in water (1 ml) and acidified to pH 2. The resulting precipitate collected by filtration and dried in vacuo to affo...